This data is from the Open Reaction Database (ORD), a public repository of structured organic reaction records. The task is: describe an organic reaction: reactants, conditions, products, and yield Reported procedure: To a solution of 2,3a,10-trimethyl-6-phenyl-2,3,3a,4-tetrahydro-1H-indolo[3,2,1-ij][1,6]naphthyridine (100 mg, 0.304 mmol) in MeOH (5 mL) was added 10% Pd—C (100 mg) and ammonium formate (96 mg, 1.524 mmol). The reaction mixture was stirred at 80° C. for 4 h under N2. The reaction mixture was filtered on a Celite bed and washed with MeOH. The filtrate was concentrated under reduced pressure to obtain crude product which was purified by reverse phase HPLC to yield 2,3a,10-trimethyl-6-phenyl-2,3,3... Run at temperature 80 celsius, time 4 hour. Reactants: CN1CC2(CC=C(N3C2=C(C1)C=1C=C(C=CC13)C)C1=CC=CC=C1)C (2,3a,10-trimethyl-6-phenyl-2,3,3a,4-tetrahydro-1H-indolo[3,2,1-ij][1,6]naphthyridine), C(=O)[O-].[NH4+] (ammonium formate). RXN SMILES: [CH3:1][N:2]1[CH2:11][C:10]2[C:12]3[CH:13]=[C:14]([CH3:18])[CH:15]=[CH:16][C:17]=3[N:8]3[C:9]=2[C:4]([CH3:25])([CH2:5][CH:6]=[C:7]3[C:19]2[CH:24]=[CH:23][CH:22]=[CH:21][CH:20]=2)[CH2:3]1.C([O-])=O.[NH4+]>CO.[Pd]>[CH3:1][N:2]1[CH2:11][C:10]2[C:12]3[CH:13]=[C:14]([CH3:18])[CH:15]=[CH:16][C:17]=3[N:8]3[C:9]=2[C:4]([CH3:25])([CH2:5][CH2:6][CH:7]3[C:19]2[CH:24]=[CH:23][CH:22]=[CH:21][CH:20]=2)[CH2:3]1 |f:1.2|. Solvent: CO (MeOH). The reagents and catalysts are [Pd] (Pd—C). Product: CN1CC2(CCC(N3C2=C(C1)C=1C=C(C=CC13)C)C1=CC=CC=C1)C (2,3a,10-trimethyl-6-phenyl-2,3,3a,4,5,6-hexahydro-1H-indolo[3,2,1-ij][1,6]naphthyridine). The reactants are [OH-].[NH4+] (ammonium hydroxide), CON=C(C#N)C#N (2-(methoxyimino)malononitrile), [Cl-].[NH4+] (ammonium chloride), C(C)O (ethanol). Run at time 10 hour. Product: C(C)(=O)[O-].C(#N)C(C(=[NH2+])N)=NOC (2-cyano-2-(methoxyimino)acetamidinium acetate). Reaction SMILES: [Cl-].[NH4+:2].[OH-].[NH4+].[CH3:5][O:6][N:7]=[C:8]([C:11]#[N:12])[C:9]#[N:10].[CH2:13]([OH:15])[CH3:14]>>[C:13]([O-:6])(=[O:15])[CH3:14].[C:9]([C:8](=[N:7][O:6][CH3:5])[C:11]([NH2:2])=[NH2+:12])#[N:10] |f:0.1,2.3,6.7|. Procedure: To a mixed solution of ammonium chloride(14.2 g) dissolved in ethanol (90 ml) and conc. ammonium hydroxide aqueous solution (178 ml) was added 2-(methoxyimino)malononitrile(29 g) at -5°~0° C., and the mixture was stirred for 10 hours at these temperatures. The reaction mixture was extracted 3 times with methylene chloride (respectively, 450 ml, 100 ml and 100 ml), dehydrated, filtered, and concentrated. The residue was dissolved in ethyl acetate, and crystalized with acetic acid to give the abov... The reactants are B(OC(C)C)(OC(C)C)OC(C)C (triisopropyl borate), OCC(C)(CO)C (neopentyl glycol), C(C)(C)(C)OC(N(C)C1=NC=C(C=C1)Br)=O ((5-bromo-pyridin-2-yl)-methyl-carbamic acid tert-butyl ester), C(CCC)[Li] (n-butyllithium), solution. Run in C1CCOC1 (THF), hexanes. Run at temperature -78 celsius, time 20 minute. Product: C(C)(C)(C)OC(N(C1=NC=C(C=C1)B1OC(C(O1)(C)C)(C)C)C)=O (methyl-[5-(4,4,5,5-tetramethyl-[1,3,2]dioxaborolan-2-yl)-pyridin-2-yl]-carbamic acid tert-butyl ester). RXN SMILES: [C:1]([O:5][C:6](=[O:16])[N:7]([C:9]1[CH:14]=[CH:13][C:12](Br)=[CH:11][N:10]=1)[CH3:8])([CH3:4])([CH3:3])[CH3:2].C([Li])CCC.[B:22]([O:31][CH:32]([CH3:34])[CH3:33])([O:27][CH:28]([CH3:30])[CH3:29])OC(C)C.OCC(C)(CO)C>C1COCC1>[C:1]([O:5][C:6](=[O:16])[N:7]([CH3:8])[C:9]1[CH:14]=[CH:13][C:12]([B:22]2[O:27][C:28]([CH3:29])([CH3:30])[C:32]([CH3:33])([CH3:34])[O:31]2)=[CH:11][N:10]=1)([CH3:4])([CH3:3])[CH3:2]. Reported procedure: To a solution of (5-bromo-pyridin-2-yl)-methyl-carbamic acid tert-butyl ester (3.286 g) in THF (50 mL) at −78° C. was added n-butyllithium (5.15 mL of a 2.5 M solution in hexanes). After stirring at −78° C. for 20 min, triisopropyl borate (5.31 mL) was added. The reaction was warmed to −45° C. over 4 h, then, neopentyl glycol (1.19 g) was added. The reaction was warmed to room temperature over 16 h and then quenched with ice/water (70 mL) and extracted into dichloromethane (3×40 mL). The organic...